This data is from the Open Reaction Database (ORD), a public repository of structured organic reaction records. The task is: describe an organic reaction: reactants, conditions, products, and yield Starting materials: COC(=O)C=P(c1ccccc1)(c1ccccc1)c1ccccc1, c1ccccc1, O=Cc1ccc[nH]1. The product is COC(=O)CCc1ccc[nH]1. RXN SMILES: [C:8](=[O:9])([O:10][CH3:11])[CH:12]=[P:13]([c:14]1[cH:15][cH:16][cH:17][cH:18][cH:19]1)([c:20]1[cH:21][cH:22][cH:23][cH:24][cH:25]1)[c:26]1[cH:27][cH:28][cH:29][cH:30][cH:31]1.[cH:32]1[cH:33][cH:34][cH:35][cH:36][cH:37]1.[nH:1]1[c:2]([CH:6]=[O:7])[cH:3][cH:4][cH:5]1>>[nH:1]1[c:2]([CH2:6][CH2:12][C:8](=[O:9])[O:10][CH3:11])[cH:3][cH:4][cH:5]1. Starting materials: CCOC(=O)c1ccc(C)c(N)c1, CCO, NN. Yields the product Cc1ccc(C(=O)NN)cc1N. RXN SMILES: [CH2:1]([O:3][C:4](=[O:2])[c:5]1[cH:6][c:7]([NH2:12])[c:8]([CH3:11])[cH:9][cH:10]1)[CH3:13].[CH3:16][CH2:17][OH:18].[NH2:14][NH2:15]>>[O:3]=[C:4]([c:5]1[cH:6][c:7]([NH2:12])[c:8]([CH3:11])[cH:9][cH:10]1)[NH:14][NH2:15]. The reactants are C(C1=CC=CC=C1)OC1=C(C=C(C=C1)C(CN(CC1=CC=CC=C1)CC1=CC=CC=C1)O)NS(=O)(=O)C (N-[2-benzyloxy-5-(2-dibenzylamino-1-hydroxy-ethyl)-phenyl]-methanesulfonamide). The reagents and catalysts are [Pd] (Pd/C). The solvent is CO (methanol). Product: NCC(O)C=1C=CC(=C(C1)NS(=O)(=O)C)O (N-[5-(2-Amino-1-hydroxy-ethyl)-2-hydroxy-phenyl]-methanesulfonamide). As a reaction SMILES: C([O:8][C:9]1[CH:14]=[CH:13][C:12]([CH:15]([OH:32])[CH2:16][N:17](CC2C=CC=CC=2)CC2C=CC=CC=2)=[CH:11][C:10]=1[NH:33][S:34]([CH3:37])(=[O:36])=[O:35])C1C=CC=CC=1>CO.[Pd]>[NH2:17][CH2:16][CH:15]([C:12]1[CH:13]=[CH:14][C:9]([OH:8])=[C:10]([NH:33][S:34]([CH3:37])(=[O:36])=[O:35])[CH:11]=1)[OH:32]. Procedure: To a stirred suspension of N-[2-benzyloxy-5-(2-dibenzylamino-1-hydroxy-ethyl)-phenyl]-methanesulfonamide (1.03 g, 2 mmol) and 10% Pd/C (0.4 g) in methanol (100 mL) at room temperature is added anhydrous HCO2NH4 (1.26 g, 20 mmol) under a nitrogen atmosphere. The resulting mixture is refluxed for 2 hours. After cooling to room temperature the catalyst is removed by filtration through a celite pad and washed with methanol. The filtrate is evaporated under reduced pressure to give the titled compoun... Reactants: CC=1SC2=C(N1)C=C(C=C2)CO ((2-methylbenzo[d]thiazol-5-yl)methanol). Reagents/catalysts: O=[Mn]=O (MnO2). Run in C1CCOC1 (THF). Run at time 6.5 hour. Product: CC=1SC2=C(N1)C=C(C=C2)C=O (2-methylbenzo[d]thiazole-5-carbaldehyde). As a reaction SMILES: [CH3:1][C:2]1[S:3][C:4]2[CH:10]=[CH:9][C:8]([CH2:11][OH:12])=[CH:7][C:5]=2[N:6]=1>C1COCC1.O=[Mn]=O>[CH3:1][C:2]1[S:3][C:4]2[CH:10]=[CH:9][C:8]([CH:11]=[O:12])=[CH:7][C:5]=2[N:6]=1. Procedure: A solution of (2-methylbenzo[d]thiazol-5-yl)methanol (400 mg; 2.23 mmol) in anh. THF (20 ml) was treated with MnO2 (3.026 g; 34.81 mmol), and the resulting mixture was stirred at rt, under nitrogen, for 6.5 h. The resulting reaction mixture was then filtered over celite, and the separated solids were washed with THF. The filtrate was concentrated to dryness under reduced pressure giving 2-methylbenzo[d]thiazole-5-carbaldehyde as a yellow solid. LC-MS (conditions B): tR=0.70 min.; [M+H]+: 178.03 ... The reactants are OCCC1=C(C(=CC(=C1OCOC)OC)OCOC)OC (1-(2-hydroxyethyl)-2,5-dimethoxy-3,6-bis(methoxymethoxy)benzene), C(C)(=O)OCC (ethyl acetate), CCCCCC (n-hexane), [Cr](=O)(=O)([O-])Cl.[NH+]1=CC=CC=C1 (pyridinium chlorochromate). The solvent is ClCCl (dichloromethane). Reaction conditions: time 10 hour. The product is COC1=C(C(=C(C=C1OCOC)OC)OCOC)CC=O (2-[2,5-dimethoxy-3,6-bis(methoxymethoxy)phenyl]acetoaldehyde). As a reaction SMILES: [OH:1][CH2:2][CH2:3][C:4]1[C:9]([O:10][CH2:11][O:12][CH3:13])=[C:8]([O:14][CH3:15])[CH:7]=[C:6]([O:16][CH2:17][O:18][CH3:19])[C:5]=1[O:20][CH3:21].[Cr](Cl)([O-])(=O)=O.[NH+]1C=CC=CC=1.C(OCC)(=O)C.CCCCCC>ClCCl>[CH3:21][O:20][C:5]1[C:6]([O:16][CH2:17][O:18][CH3:19])=[CH:7][C:8]([O:14][CH3:15])=[C:9]([O:10][CH2:11][O:12][CH3:13])[C:4]=1[CH2:3][CH:2]=[O:1] |f:1.2|. Procedure details: 1.3 Grams (4.3 mM) of 1-(2-hydroxyethyl)-2,5-dimethoxy-3,6-bis(methoxymethoxy)benzene was dissolved in 15 ml of dichloromethane, then under ice-cooling condition, 1 g of pyridinium chlorochromate was added thereto and the reaction mixture was stirred at a room temperature for 10 hours. After filtration, the filtrate was concentrated under a reduced pressure, and the residue obtained was treated by a silica gel column chromatography (diameter 3 cm×length 15 cm, eluent: 30% ethyl acetate: n-hexane...